From a dataset of the Open Reaction Database (ORD), a public repository of structured organic reaction records. describe an organic reaction: reactants, conditions, products, and yield The reactants are [H-].[Na+] (Sodium hydride), CI (methyl iodide), C(C)(C)(C)C=1C=C(C=C2C(N(OCC2)C)=O)C=C(C1O)C(C)(C)C (dihydro-4-(3,5-di-tert-butyl-4-hydroxybenzylidene)-2-methyl-2H-1,2-oxazin-3(4H)-one), CS(=O)C (dimethyl sulfoxide). Run in O (water). Conditions: time 50 hour. Product: C(C)(C)(C)C=1C=C(C=C2C(N(OCC2)C)=O)C=C(C1OC)C(C)(C)C (dihydro-4-(3,5-di-tert-butyl-4-methoxybenzylidene)-2-methyl-2H-1,2-oxazin-3(4H)-one). Isolated yield 71.0%. Reaction SMILES: [H-].[Na+].[C:3]([C:7]1[CH:8]=[C:9]([CH:19]=[C:20]([C:23]([CH3:26])([CH3:25])[CH3:24])[C:21]=1[OH:22])[CH:10]=[C:11]1[CH2:16][CH2:15][O:14][N:13]([CH3:17])[C:12]1=[O:18])([CH3:6])([CH3:5])[CH3:4].[CH3:27]S(C)=O.CI>O>[C:3]([C:7]1[CH:8]=[C:9]([CH:19]=[C:20]([C:23]([CH3:26])([CH3:25])[CH3:24])[C:21]=1[O:22][CH3:27])[CH:10]=[C:11]1[CH2:16][CH2:15][O:14][N:13]([CH3:17])[C:12]1=[O:18])([CH3:6])([CH3:5])[CH3:4] |f:0.1|. Reported procedure: Sodium hydride (0.33 g, 8.3 mmol), 60% in mineral oil dispersion, kept under nitrogen purge, was washed twice with 20 ml portions of hexane. Dimethyl sulfoxide (10 ml) was added, followed by the addition of 2.5 g (7.6 mmol) of dihydro-4-(3,5-di-tert-butyl-4-hydroxybenzylidene)-2-methyl-2H-1,2-oxazin-3(4H)-one. Gas evolution was observed and the mixture became yellow following which an additional 5 ml of dimethyl sulfoxide was added. One hour later, 1.1 g (7.7 mmol) of methyl iodide was added and...